This data is from the Open Reaction Database (ORD), a public repository of structured organic reaction records. The task is: describe an organic reaction: reactants, conditions, products, and yield Starting materials: C1(CC1)/C=C/C=1NC=CC1 (trans-2-(2-Cyclopropylvinyl)pyrrole), O.C(C=O)(=O)O (glyoxylic acid hydrate), N (ammonia), Cl (hydrochloric acid). Yields the product C1(CC1)C=CC1=CC=C(N1)C(N)C(=O)O (2-[5-(2-cyclopropylvinyl)-2-pyrrolyl]glycine). As a reaction SMILES: [CH:1]1(/[CH:4]=[CH:5]/[C:6]2[NH:7][CH:8]=[CH:9][CH:10]=2)[CH2:3][CH2:2]1.O.[C:12]([OH:16])(=[O:15])[CH:13]=O.[NH3:17].Cl>>[CH:1]1([CH:4]=[CH:5][C:6]2[NH:7][C:8]([CH:13]([C:12]([OH:16])=[O:15])[NH2:17])=[CH:9][CH:10]=2)[CH2:3][CH2:2]1 |f:1.2|. Procedure details: cis-/trans-2-(2-Cyclopropylvinyl)pyrrole (3.0 g., 0.023 mole) was added to a stirred solution of glyoxylic acid hydrate (2.1 g., 0.023 mole) in 0.880 (sp. gr.) ammonia solution (15 ml.) and the reaction mixture heated at 60° for 2.5 hours, then allowed to cool. The pH was adjusted to 5-6 with concentrated hydrochloric acid, and the mixture was then filtered. The resulting solid was washed with water, acetone and diethyl ether, and dried under vacuum to provide DL-2-[5-(2-cyclopropylvinyl)-2-pyrr...